Dataset: the Open Reaction Database (ORD), a public repository of structured organic reaction records. Task: describe an organic reaction: reactants, conditions, products, and yield Starting materials: O=C([O-])[O-], CC(C)(F)Cn1c(CCOCc2ccccc2)nc2cnc3cccnc3c21, ClCCl, [Na+], [Na+], O=C(OO)c1cccc(Cl)c1. Yields the product CC(C)(F)Cn1c(CCOCc2ccccc2)nc2c[n+]([O-])c3cccnc3c21. Reaction SMILES: [C:40](=[O:41])([O-:42])[O-:43].[CH2:1]([c:2]1[cH:3][cH:4][cH:5][cH:6][cH:7]1)[O:8][CH2:9][CH2:10][c:11]1[n:12]([CH2:24][C:25]([CH3:26])([CH3:27])[F:28])[c:13]2[c:14]([cH:15][n:16][c:17]3[cH:18][cH:19][cH:20][n:21][c:22]23)[n:23]1.[Cl:46][CH2:47][Cl:48].[Na+:44].[Na+:45].[OH:29][O:30][C:31]([c:32]1[cH:33][c:34]([Cl:35])[cH:36][cH:37][cH:38]1)=[O:39]>>[CH2:1]([c:2]1[cH:3][cH:4][cH:5][cH:6][cH:7]1)[O:8][CH2:9][CH2:10][c:11]1[n:12]([CH2:24][C:25]([CH3:26])([CH3:27])[F:28])[c:13]2[c:14]([cH:15][n+:16]([O-:29])[c:17]3[cH:18][cH:19][cH:20][n:21][c:22]23)[n:23]1. The reactants are CC1=C(C(NN)=N)C=CC=C1[N+](=O)[O-] (2-methyl-3-nitrobenzimidohydrazide), NC(C(=O)OCC)=S (ethyl 2-amino-2-thioxoacetate). The solvent is C(C)O (ethanol). Product: NC=1C(NC(=NN1)C1=C(C(=CC=C1)[N+](=O)[O-])C)=O (6-Amino-3-(2-methyl-3-nitrophenyl)-1,2,4-triazin-5(4H)-one). RXN SMILES: [CH3:1][C:2]1[C:11]([N+:12]([O-:14])=[O:13])=[CH:10][CH:9]=[CH:8][C:3]=1[C:4](=[NH:7])[NH:5][NH2:6].[NH2:15][C:16](=S)[C:17](OCC)=[O:18]>C(O)C>[NH2:15][C:16]1[C:17](=[O:18])[NH:7][C:4]([C:3]2[CH:8]=[CH:9][CH:10]=[C:11]([N+:12]([O-:14])=[O:13])[C:2]=2[CH3:1])=[N:5][N:6]=1. Reported procedure: A mixture of 2-methyl-3-nitrobenzimidohydrazide (2.10 g, 10.81 mmol) and ethyl 2-amino-2-thioxoacetate (3.60 g, 27.0 mmol) in ethanol (100 mL) was heated at reflux for 8 hr, during which period product precipitated. Upon cooling to rt, the product, 6-amino-3-(2-methyl-3-nitrophenyl)-1,2,4-triazin-5(2H)-one (2.18 g) was collected as a white solid by suction filtration and dried under vacuum. This product was 88% pure by HPLC. It was used in the next step without further purification. The reactants are [Br-].[Li+] (lithium bromide), C1(=CC=C(C=C1)S(=O)(=O)C(O)[C@]1(O)[C@](O)([C@H](OC)[C@H](OC(NC)=O)CO1)C(=C)C)C (1-(para-Toluenesulfonyl)-3-isopropenyl-4-O-methyl-5-O-methylcarbamoyl-β-D-psicopyranose), [Br-].[Li+] (lithium bromide). The solvent is CC(=O)C (acetone). Reaction conditions: temperature 75 celsius. Yields the product BrC[C@]1(O)[C@](O)([C@H](OC)[C@H](OC(NC)=O)CO1)C(=C)C (1-Bromo-1-desoxy-3-isopropenyl-4-O-methyl-5-O-methylcarbamoyl-β-D-psicopyranose). Isolated yield 94.2%. As a reaction SMILES: [Br-:1].[Li+].C1(C)C=CC(S([CH:12]([C@:14]2([O:28][CH2:27][C@@H:21]([O:22][C:23](=[O:26])[NH:24][CH3:25])[C@@H:18]([O:19][CH3:20])[C@@:16]2([C:29]([CH3:31])=[CH2:30])[OH:17])[OH:15])O)(=O)=O)=CC=1>CC(C)=O>[Br:1][CH2:12][C@:14]1([O:28][CH2:27][C@@H:21]([O:22][C:23](=[O:26])[NH:24][CH3:25])[C@@H:18]([O:19][CH3:20])[C@@:16]1([C:29]([CH3:31])=[CH2:30])[OH:17])[OH:15] |f:0.1|. Procedure: 0.29 g (3.34 mmol) of lithium bromide is added at room temperature, in a single portion, to a solution of 0.31 g (0.69 mmol) of the compound obtained in Example 10 in 15 ml of acetone. The reaction mixture is placed under stirring and then heated at 75° C. for 1.5 hours. A further 0.26 g (2.99 mmol) of lithium bromide is then added and the whole is again heated at 75° C. for one hour. The acetone is evaporated off under reduced pressure and the residue is taken up in 20 ml of ethyl acetate. Cust...